This data is from the Open Reaction Database (ORD), a public repository of structured organic reaction records. The task is: describe an organic reaction: reactants, conditions, products, and yield The reactants are Cl (HCl), [N-]=[N+]=[N-].[Na+] (sodium azide), [Si](C1=CC=CC=C1)(C1=CC=CC=C1)(C(C)(C)C)OC=1C=C(C=CC1)C#CCCO (4-(3-{[tert-butyl(diphenyl)silyl]oxy}phenyl)but-3-yn-1-ol), C1(=CC=CC=C1)P(=O)(C1=CC=CC=C1)N=[N+]=[N-] (diphenylphosphoryl azide), C1CCC2=NCCCN2CC1 (DBU), C([O-])(O)=O.[Na+] (sodium bicarbonate). Solvent: CN(C)C=O (DMF), C1(=CC=CC=C1)C (toluene). Run at temperature 25 celsius, time 16 hour. The product is N(=[N+]=[N-])CCC#CC=1C=C(O[Si](C2=CC=CC=C2)(C2=CC=CC=C2)C(C)(C)C)C=CC1 ([3-(4-azidobut-1-ynyl)phenoxy](tert-butyl)diphenylsilane). Reaction SMILES: [Si:1]([O:18][C:19]1[CH:20]=[C:21]([C:25]#[C:26][CH2:27][CH2:28]O)[CH:22]=[CH:23][CH:24]=1)([C:14]([CH3:17])([CH3:16])[CH3:15])([C:8]1[CH:13]=[CH:12][CH:11]=[CH:10][CH:9]=1)[C:2]1[CH:7]=[CH:6][CH:5]=[CH:4][CH:3]=1.C1(P([N:44]=[N+:45]=[N-:46])(C2C=CC=CC=2)=O)C=CC=CC=1.C1CCN2C(=NCCC2)CC1.Cl.[N-]=[N+]=[N-].[Na+].C(=O)(O)[O-].[Na+]>C1(C)C=CC=CC=1.CN(C=O)C>[N:44]([CH2:28][CH2:27][C:26]#[C:25][C:21]1[CH:20]=[C:19]([CH:24]=[CH:23][CH:22]=1)[O:18][Si:1]([C:14]([CH3:17])([CH3:16])[CH3:15])([C:8]1[CH:13]=[CH:12][CH:11]=[CH:10][CH:9]=1)[C:2]1[CH:7]=[CH:6][CH:5]=[CH:4][CH:3]=1)=[N+:45]=[N-:46] |f:4.5,6.7|. Procedure details: To a solution of alcohol from Step B (375 mg, 0.936 mmol) and diphenylphosphoryl azide (0.242 mL, 1.12 mmol) in toluene (3 mL) at 0° C. was added DBU (0.154 mL, 1.03 mmol). The reaction mixture was stirred at 25° C. for 16 hours, then poured onto 10% HCl (20 mL) and extracted with ethyl acetate (3×20 mL). The combined organic layers were dried over sodium sulfate, filtered, and concentrated in vacuo to provide a brown oil. A solution of the oil and sodium azide (66.9 mg, 1.03 mmol) in DMF (3 mL)... Starting materials: O=C1CCC(=O)N1Br, ClC(Cl)(Cl)Cl, Cc1c(-c2ncco2)n(-c2ccccc2)c2ncccc2c1=O, CC(C)(C#N)N=NC(C)(C)C#N, O. Yields the product O=c1c(CBr)c(-c2ncco2)n(-c2ccccc2)c2ncccc12. Reaction SMILES: [Br:13][N:14]1[C:15](=[O:16])[CH2:17][CH2:18][C:19]1=[O:20].[C:44]([Cl:45])([Cl:46])([Cl:47])[Cl:48].[CH3:21][c:22]1[c:23](-[c:39]2[o:40][cH:41][cH:42][n:43]2)[n:24](-[c:33]2[cH:34][cH:35][cH:36][cH:37][cH:38]2)[c:25]2[n:26][cH:27][cH:28][cH:29][c:30]2[c:31]1=[O:32].[N:1]([C:2]([CH3:3])([CH3:4])[C:5]#[N:6])=[N:7][C:8]([CH3:9])([CH3:10])[C:11]#[N:12].[OH2:49]>>[Br:13][CH2:21][c:22]1[c:23](-[c:39]2[o:40][cH:41][cH:42][n:43]2)[n:24](-[c:33]2[cH:34][cH:35][cH:36][cH:37][cH:38]2)[c:25]2[n:26][cH:27][cH:28][cH:29][c:30]2[c:31]1=[O:32]. The reactants are CC(O)C=1C(=NC2=CC=CN=C2C1)C1=C(C=CC=C1)S(=O)(=O)C (methyl (2-(2-(methylsulfonyl)phenyl)-1,5-naphthyridin-3-yl)methanol), [Cr](=O)(=O)([O-])O[Cr](=O)(=O)[O-].[NH+]1=CC=CC=C1.[NH+]1=CC=CC=C1 (pyridinium dichromate). Solvent: C(Cl)Cl (DCM). Conditions: time 8 hour. Product: CS(=O)(=O)C1=C(C=CC=C1)C1=NC2=CC=CN=C2C=C1C=O (2-(2-(methylsulfonyl)phenyl)-1,5-naphthyridine-3-carbaldehyde). As a reaction SMILES: C[CH:2]([C:4]1[C:5]([C:14]2[CH:19]=[CH:18][CH:17]=[CH:16][C:15]=2[S:20]([CH3:23])(=[O:22])=[O:21])=[N:6][C:7]2[C:12]([CH:13]=1)=[N:11][CH:10]=[CH:9][CH:8]=2)[OH:3].[Cr](O[Cr]([O-])(=O)=O)([O-])(=O)=O.[NH+]1C=CC=CC=1.[NH+]1C=CC=CC=1>C(Cl)Cl>[CH3:23][S:20]([C:15]1[CH:16]=[CH:17][CH:18]=[CH:19][C:14]=1[C:5]1[C:4]([CH:2]=[O:3])=[CH:13][C:12]2[C:7](=[CH:8][CH:9]=[CH:10][N:11]=2)[N:6]=1)(=[O:21])=[O:22] |f:1.2.3|. Reported procedure: To a solution of crude of methyl (2-(2-(methylsulfonyl)phenyl)-1,5-naphthyridin-3-yl)methanol (1 g, 3.18 mmol) in DCM (10 mL) was added pyridinium dichromate (2.4 g, 6.36 mmol) at 25° C. The reaction mixture was stirred for overnight at same temperature. The reaction mixture was filtered through Celite™. The filtrate was concentrated in vacuo to give 2-(2-(methylsulfonyl)phenyl)-1,5-naphthyridine-3-carbaldehyde: LC-MS (ESI) m/z 313.0 [M+H]+. It was carried on crude for next step. The reactants are ClC=1C=CC2=C(NC(C3=C(N2)C=CC=C3)=O)C1 (8-Chloro-5,10-dihydro-dibenzo[b,e][1,4]diazepine-11-one), CNCCN (N-methylethylenediamine). Yields the product ClC=1C=CC2=C(N=C(C3=C(N2)C=CC=C3)NCCNC)C1 (N′-(8-Chloro-5H-dibenzo[b,e][1,4]diazepine-11-yl)-N-methyl-ethane-1,2-diamine). Isolated yield 25.3%. As a reaction SMILES: [Cl:1][C:2]1[CH:3]=[CH:4][C:5]2[NH:11][C:10]3[CH:12]=[CH:13][CH:14]=[CH:15][C:9]=3[C:8](=O)[NH:7][C:6]=2[CH:17]=1.[CH3:18][NH:19][CH2:20][CH2:21][NH2:22]>>[Cl:1][C:2]1[CH:3]=[CH:4][C:5]2[NH:11][C:10]3[CH:12]=[CH:13][CH:14]=[CH:15][C:9]=3[C:8]([NH:22][CH2:21][CH2:20][NH:19][CH3:18])=[N:7][C:6]=2[CH:17]=1. Procedure details: 8-Chloro-5,10-dihydro-dibenzo[b,e][1,4]diazepine-11-one (25 mg, 0.1 mmol) and N-methylethylenediamine (74 mg, 1.0 mmol) were reacted according to GP4 to give 7.6 mg of the title compound (160FE22). MS (ESI) 301 (MH+). Purity for MH+ (UV/MS) 92/83. Reactants: C(CCl)Cl (EDC), NC1=CC=C(C=N1)C=CC(=O)O (3-(6-aminopyridin-3-yl)acrylic acid), CN1C=C(C2=CC=CC=C12)CNC (1-methyl-3-(methylaminomethyl)-1H-indole), C=1C=CC2=C(C1)N=NN2O (HOBt), C(C)(C)N(CC)C(C)C (diisopropylethylamine). The solvent is CN(C)C=O (DMF). Reaction conditions: time 8 hour. The product is NC1=CC=C(C=N1)/C=C/C(=O)N(CC1=CN(C2=CC=CC=C12)C)C ((E)-3-(6-aminopyridin-3-yl)-N-methyl-N-(1 methyl-1H-indol-3-ylmethyl)acrylamide). Isolated yield 54.4%. Reaction SMILES: C(Cl)CCl.[NH2:5][C:6]1[N:11]=[CH:10][C:9]([CH:12]=[CH:13][C:14]([OH:16])=O)=[CH:8][CH:7]=1.[CH3:17][N:18]1[C:26]2[C:21](=[CH:22][CH:23]=[CH:24][CH:25]=2)[C:20]([CH2:27][NH:28][CH3:29])=[CH:19]1.C1C=CC2N(O)N=NC=2C=1.C(N(C(C)C)CC)(C)C>CN(C=O)C>[NH2:5][C:6]1[N:11]=[CH:10][C:9](/[CH:12]=[CH:13]/[C:14]([N:28]([CH3:29])[CH2:27][C:20]2[C:21]3[C:26](=[CH:25][CH:24]=[CH:23][CH:22]=3)[N:18]([CH3:17])[CH:19]=2)=[O:16])=[CH:8][CH:7]=1. Procedure: EDC (0.35 g, 1.89 mmole) was added to a solution of 3-(6-aminopyridin-3-yl)acrylic acid (0.31 g. 1.89 mmole), 1-methyl-3-(methylaminomethyl)-1H-indole (0.30 g, 1.72 mmole), HOBt 1H2O (0.24 g, 1.89 mmole) and diisopropylethylamine (0.60 mL, 3.44 mmole) in DMF (20 mL) at RT. The reaction was stirred overnight, then was concentrated in vacuo. The residue was diluted with water and extracted with ethyl acetate. The combined organic extracts were washed with brine and dried over Na2SO4. Flash chromat... The reactants are C(=C)C(C1=CC=CC=C1)Cl (vinylbenzyl chloride), C(CCCCCCCCCCCCCCC)N(C)C (hexadecyldimethylamine). The reagents and catalysts are C(C)(C)(C)C1=C(C(=CC(=C1)C)C(C)(C)C)O (2,6-di-tert-butyl-4-methylphenol). Run at temperature 50 celsius. Yields the product [Cl-].C(=CC1=CC=CC=C1)CC(CCC[NH+](C)C)CCCCCCCCCCCC (4-styrylmethyl (hexadecyl)dimethylammonium chloride). Isolated yield 74.6%. As a reaction SMILES: [CH:1]([CH:3]([Cl:10])[C:4]1[CH:9]=[CH:8][CH:7]=[CH:6][CH:5]=1)=[CH2:2].[CH2:11]([N:27]([CH3:29])[CH3:28])[CH2:12][CH2:13][CH2:14][CH2:15][CH2:16][CH2:17][CH2:18][CH2:19][CH2:20][CH2:21][CH2:22][CH2:23][CH2:24][CH2:25][CH3:26]>C(C1C=C(C)C=C(C(C)(C)C)C=1O)(C)(C)C>[Cl-:10].[CH:1]([CH2:2][CH:14]([CH2:15][CH2:16][CH2:17][CH2:18][CH2:19][CH2:20][CH2:21][CH2:22][CH2:23][CH2:24][CH2:25][CH3:26])[CH2:13][CH2:12][CH2:11][NH+:27]([CH3:29])[CH3:28])=[CH:3][C:4]1[CH:9]=[CH:8][CH:7]=[CH:6][CH:5]=1 |f:3.4|. Procedure: In a 100 ml flask commercial vinylbenzyl chloride (3.05 g, 0.020 mol) was mixed with hexadecyldimethylamine (5.4 g, 0.020 mol) without any additional solvent. After addition of 2,6-di-tert-butyl-4-methylphenol (100 mg, 0.45 mmol) the mixture was heated overnight at 50° C. The solid product which formed was washed several times with dry ether, dried under vacuum at room temperature, and recrystallized from acetone/ether to give 6.3 g (75%) of 4-styrylmethyl (hexadecyl)dimethylammonium chloride. 1... The reactants are CCN, CN(C)C=O, CCN(C(C)C)C(C)C, ClCCl, Cl, O=C(O)CNCCCn1c(-c2ccc(N3CCOCC3)cc2)csc1=Nc1ccc(F)cc1, N=C=N. Yields the product CCNC(=O)CNCCCn1c(-c2ccc(N3CCOCC3)cc2)csc1=Nc1ccc(F)cc1. RXN SMILES: [CH2:35]([CH3:36])[NH2:37].[CH3:53][N:54]([CH3:55])[CH:56]=[O:57].[CH:38]([N:39]([CH:40]([CH3:41])[CH3:42])[CH2:43][CH3:44])([CH3:45])[CH3:46].[Cl:50][CH2:51][Cl:52].[ClH:34].[F:1][c:2]1[cH:3][cH:4][c:5]([N:8]=[c:9]2[s:10][cH:11][c:12](-[c:22]3[cH:23][cH:24][c:25]([N:28]4[CH2:29][CH2:30][O:31][CH2:32][CH2:33]4)[cH:26][cH:27]3)[n:13]2[CH2:14][CH2:15][CH2:16][NH:17][CH2:18][C:19](=[O:20])[OH:21])[cH:6][cH:7]1.[NH:47]=[C:48]=[NH:49]>>[F:1][c:2]1[cH:3][cH:4][c:5]([N:8]=[c:9]2[s:10][cH:11][c:12](-[c:22]3[cH:23][cH:24][c:25]([N:28]4[CH2:29][CH2:30][O:31][CH2:32][CH2:33]4)[cH:26][cH:27]3)[n:13]2[CH2:14][CH2:15][CH2:16][NH:17][CH2:18][C:19](=[O:21])[NH:37][CH2:35][CH3:36])[cH:6][cH:7]1. Reactants: S(=O)(Cl)Cl (thionyl chloride), C(C)OC(=O)N(CCC=1OC(=CC1)C)CC(=O)O ([Ethoxycarbonyl[2-(5-methylfuran-2-yl)ethyl]amino]-acetic acid), ice water, [Cl-].[Al+3].[Cl-].[Cl-] (aluminum chloride). Reagents/catalysts: CN(C)C=O (DMF). Run in C(Cl)Cl (methylene chloride), C(Cl)Cl (methylene chloride). Product: C(C)OC(=O)N1CCC2=C(C(C1)=O)C=C(O2)C (6-Ethoxycarbonyl-2-methyl-5,6,7,8-tetrahydrofuro[2,3-d]azepin-4-one). The yield is 44.3%. As a reaction SMILES: [CH2:1]([O:3][C:4]([N:6]([CH2:15][C:16]([OH:18])=O)[CH2:7][CH2:8][C:9]1[O:10][C:11]([CH3:14])=[CH:12][CH:13]=1)=[O:5])[CH3:2].S(Cl)(Cl)=O.[Cl-].[Al+3].[Cl-].[Cl-]>C(Cl)Cl.CN(C=O)C>[CH2:1]([O:3][C:4]([N:6]1[CH2:15][C:16](=[O:18])[C:13]2[CH:12]=[C:11]([CH3:14])[O:10][C:9]=2[CH2:8][CH2:7]1)=[O:5])[CH3:2] |f:2.3.4.5|. Procedure: [Ethoxycarbonyl[2-(5-methylfuran-2-yl)ethyl]amino]-acetic acid (0.17 g) prepared in the step 5 was dissolved in 3.5 mL of methylene chloride, then 0.12 g of thionyl chloride and 1 drop of DMF were added thereto and the mixture was heated to reflux for 2 hours. After the reaction solution was cooled, it was diluted with 5 mL of methylene chloride, then 0.18 g of aluminum chloride was added thereto and the mixture was heated to reflux again for 30 minutes. After the reaction solution was cooled, i... Reactants: ( i ), [N+](=O)([O-])C=1C=C(C=C(C1)[N+](=O)[O-])C(F)(F)F (3,5-dinitrobenzotrifluoride), [N+](=O)([O-])C=1C=C(C=CC1)O (m-nitrophenol). Product: [N+](=O)([O-])C=1C=C(OC2=CC(=CC(=C2)C(F)(F)F)OC2=CC(=CC=C2)[N+](=O)[O-])C=CC1 (1,3-bis(3-nitrophenoxy)-5-trifluoromethylbenzene). RXN SMILES: [N+]([C:4]1[CH:5]=[C:6]([C:13]([F:16])([F:15])[F:14])[CH:7]=[C:8]([N+]([O-])=O)[CH:9]=1)([O-])=O.[N+:17]([C:20]1[CH:21]=[C:22]([OH:26])[CH:23]=[CH:24][CH:25]=1)([O-:19])=[O:18]>>[N+:17]([C:20]1[CH:21]=[C:22]([CH:23]=[CH:24][CH:25]=1)[O:26][C:8]1[CH:7]=[C:6]([C:13]([F:14])([F:15])[F:16])[CH:5]=[C:4]([O:26][C:22]2[CH:23]=[CH:24][CH:25]=[C:20]([N+:17]([O-:19])=[O:18])[CH:21]=2)[CH:9]=1)([O-:19])=[O:18]. Procedure: In an example of the process (i), 3,5-dinitrobenzotrifluoride is condensed with m-nitrophenol in the presence of a base, in an aprotic solvent, to give 1,3-bis(3-nitrophenoxy)-5-trifluoromethylbenzene, which is then reduced to 1,3-bis(3-aminophenoxy)-5-trifluoromethylbenzene, in a high yield. Starting materials: intermediate 25, OC1=C(N=C2C(OCCN2C1=O)(C)C)C(=O)OCC (ethyl 3-hydroxy-9,9-dimethyl-4-oxo-4,6,7,9-tetrahydropyrimido[2,1-c][1,4]oxazine-2-carboxylate), C(C1=CC=CC=C1)Br (benzyl bromide), C(=O)([O-])[O-].[K+].[K+] (K2CO3). Run in CN(C)C=O (DMF), CCOCC (ether). Conditions: time 48 hour. Product: hexanes ether, C(C1=CC=CC=C1)OC1=C(N=C2C(OCCN2C1=O)(C)C)C(=O)OCC (Ethyl 3-(benzyloxy)-9,9-dimethyl-4-oxo-4,6,7,9-tetrahydropyrimido[2,1-c][1,4]oxazine-2-carboxylate). The yield is 77.8%. RXN SMILES: [OH:1][C:2]1[C:11](=[O:12])[N:10]2[C:5]([C:6]([CH3:14])([CH3:13])[O:7][CH2:8][CH2:9]2)=[N:4][C:3]=1[C:15]([O:17][CH2:18][CH3:19])=[O:16].[CH2:20](Br)[C:21]1[CH:26]=[CH:25][CH:24]=[CH:23][CH:22]=1.C([O-])([O-])=O.[K+].[K+]>CN(C=O)C.CCOCC>[CH2:20]([O:1][C:2]1[C:11](=[O:12])[N:10]2[C:5]([C:6]([CH3:13])([CH3:14])[O:7][CH2:8][CH2:9]2)=[N:4][C:3]=1[C:15]([O:17][CH2:18][CH3:19])=[O:16])[C:21]1[CH:26]=[CH:25][CH:24]=[CH:23][CH:22]=1 |f:2.3.4|. Procedure details: To a stirred solution of intermediate 25, ethyl 3-hydroxy-9,9-dimethyl-4-oxo-4,6,7,9-tetrahydropyrimido[2,1-c][1,4]oxazine-2-carboxylate, (2.68 g, 10 mmol) and benzyl bromide (1.43 mL, 12 mmol) in DMF (40 mL) was added K2CO3 (2.07 g, 20 mmol). After stirring 48 h at ambient temperature, the reaction mixture was diluted with ether (100 mL), then washed with water (3×30 mL) and brine (20 mL). The organic layer was dried (Na2SO4/activated carbon), filtered and concentrated to give a yellow solid. T...